From a dataset of the Open Reaction Database (ORD), a public repository of structured organic reaction records. describe an organic reaction: reactants, conditions, products, and yield Reactants: CCOc1ccccc1C(=O)O, NC1C2CC3CC1CN(C3)C2. Product: CCOc1ccccc1C(=O)NC1C2CC3CC1CN(C3)C2. Reaction SMILES: [CH2:12]([CH3:13])[O:14][c:15]1[c:16]([C:17](=[O:18])[OH:19])[cH:20][cH:21][cH:22][cH:23]1.[N:1]12[CH2:2][CH:3]3[CH:4]([NH2:11])[CH:5]([CH2:6][CH:7]([CH2:8]1)[CH2:9]3)[CH2:10]2>>[N:1]12[CH2:2][CH:3]3[CH:4]([NH:11][C:17]([c:16]4[c:15]([O:14][CH2:12][CH3:13])[cH:23][cH:22][cH:21][cH:20]4)=[O:18])[CH:5]([CH2:6][CH:7]([CH2:8]1)[CH2:9]3)[CH2:10]2. Reactants: COC1=CC=C(C=C1)C1(CCOCC1)C(=O)O (4-(4-methoxyphenyl)tetrahydro-2H-pyran-4-carboxylic acid), N1CCOCC1 (morpholine), F[B-](F)(F)F.N1(N=NC2=C1C=CC=C2)OC(=[N+](C)C)N(C)C (O-(1H-benzotriazol-1-yl)-N,N,N′,N′-tetramethyluronium tetrafluoroborate). Product: COC1=CC=C(C=C1)C1(CCOCC1)C(=O)N1CCOCC1 (4-{[4-(4-methoxyphenyl)tetrahydro-2H-pyran-4-yl]carbonyl}morpholine). The yield is 87.0%. Reaction SMILES: [CH3:1][O:2][C:3]1[CH:8]=[CH:7][C:6]([C:9]2([C:15]([OH:17])=O)[CH2:14][CH2:13][O:12][CH2:11][CH2:10]2)=[CH:5][CH:4]=1.[NH:18]1[CH2:23][CH2:22][O:21][CH2:20][CH2:19]1.F[B-](F)(F)F.N1(OC(N(C)C)=[N+](C)C)C2C=CC=CC=2N=N1>>[CH3:1][O:2][C:3]1[CH:4]=[CH:5][C:6]([C:9]2([C:15]([N:18]3[CH2:23][CH2:22][O:21][CH2:20][CH2:19]3)=[O:17])[CH2:10][CH2:11][O:12][CH2:13][CH2:14]2)=[CH:7][CH:8]=1 |f:2.3|. Procedure details: The title compound (3.1 g, 87%) was prepared using 4-(4-methoxyphenyl)tetrahydro-2H-pyran-4-carboxylic acid, morpholine and O-(1H-benzotriazol-1-yl)-N,N,N′,N′-tetramethyluronium tetrafluoroborate (TBTU) similarly to the procedure used for example 166. HRMS ESI+ m/z 306.1696 [MH]+. The solvent is ClCCl (dichloromethane). Reaction SMILES: [OH:1][CH:2]([C:41]1[CH:46]=[CH:45][CH:44]=[C:43]([C:47]([F:50])([F:49])[F:48])[CH:42]=1)[C:3]1[CH:8]=[CH:7][N:6]=[C:5]([C:9]2[CH:14]=[C:13]([N:15]3[CH2:20][CH2:19][CH2:18][CH2:17][CH2:16]3)[CH:12]=[CH:11][C:10]=2[NH:21][C:22]([C:24]2[CH:25]=[C:26]([CH:38]=[CH:39][CH:40]=2)[CH2:27][S:28][CH2:29][CH2:30][C:31]([O:33][C:34]([CH3:37])([CH3:36])[CH3:35])=[O:32])=[O:23])[CH:4]=1.C(N(C(C)C)CC)(C)C.CS(C)=O>ClCCl>[N:15]1([C:13]2[CH:12]=[CH:11][C:10]([NH:21][C:22]([C:24]3[CH:25]=[C:26]([CH:38]=[CH:39][CH:40]=3)[CH2:27][S:28][CH2:29][CH2:30][C:31]([O:33][C:34]([CH3:37])([CH3:36])[CH3:35])=[O:32])=[O:23])=[C:9]([C:5]3[CH:4]=[C:3]([C:2](=[O:1])[C:41]4[CH:46]=[CH:45][CH:44]=[C:43]([C:47]([F:50])([F:48])[F:49])[CH:42]=4)[CH:8]=[CH:7][N:6]=3)[CH:14]=2)[CH2:20][CH2:19][CH2:18][CH2:17][CH2:16]1. Product: N1(CCCCC1)C1=CC(=C(C=C1)NC(=O)C=1C=C(CSCCC(=O)OC(C)(C)C)C=CC1)C1=NC=CC(=C1)C(C1=CC(=CC=C1)C(F)(F)F)=O (tert-butyl 3-((3-((4-(piperidin-1-yl)-2-(4-(3-(trifluoromethyl)benzoyl)-pyridin-2-yl)phenyl)carbamoyl)benzyl)thio)propanoate). Starting materials: OC(C1=CC(=NC=C1)C1=C(C=CC(=C1)N1CCCCC1)NC(=O)C=1C=C(CSCCC(=O)OC(C)(C)C)C=CC1)C1=CC(=CC=C1)C(F)(F)F (tert-butyl 3-((3-((2-(4-(hydroxy(3-(trifluoromethyl)phenyl)methyl)pyridin-2-yl)-4-(piperidin-1-yl)phenyl)carbamoyl)benzyl)thio)propanoate), C(C)(C)N(CC)C(C)C (diisopropylethylamine), CS(=O)C (DMSO). Yield: 41.4%. Conditions: time 1 hour. Reported procedure: A −10° C. solution of 23 mg of tert-butyl 3-((3-((2-(4-(hydroxy(3-(trifluoromethyl)phenyl)methyl)pyridin-2-yl)-4-(piperidin-1-yl)phenyl)carbamoyl)benzyl)thio)propanoate 5.2d, 17 mg of diisopropylethylamine, and 10 mg of DMSO in 0.4 mL of dichloromethane was treated with 10 mg of pyridine sulfur trioxide complex. After stirring for 1 h the reaction mixture was applied directly to a silica gel column and eluted with a gradient of 0% to 10% ethyl acetate in dichloromethane. Evaporation of the solve... The product is C(C)N(CCOC1=CC=CC=2C(C3=CC=CC=C3C(C12)=O)=O)CC (2-(diethylamino)ethoxy anthraquinone). Reaction SMILES: O[C:2]1[CH:15]=[CH:14][C:13]2[C:12](=[O:16])[C:11]3[C:6](=[CH:7][CH:8]=[C:9](O)[CH:10]=3)[C:5](=[O:18])[C:4]=2[CH:3]=1.ClC1C=CC=CC=1.Cl.[CH2:27]([N:29]([CH2:33][CH3:34])[CH2:30][CH2:31]Cl)[CH3:28].[OH-:35].[K+]>C(Cl)(Cl)Cl.O>[CH2:27]([N:29]([CH2:33][CH3:34])[CH2:30][CH2:31][O:35][C:10]1[C:11]2[C:12](=[O:16])[C:13]3[C:4](=[CH:3][CH:2]=[CH:15][CH:14]=3)[C:5](=[O:18])[C:6]=2[CH:7]=[CH:8][CH:9]=1)[CH3:28] |f:2.3,4.5|. Reaction conditions: time 24 hour. Run in O (water), O (water), C(Cl)(Cl)Cl (chloroform). Reported procedure: In addition to the methods given in Examples 1 and 2, the following method has also proven useful. To a mixture of 114g (0.6 mole) of 2,6-dihydroxyanthraquinone and 1.2 liters of chlorobenzene was added a solution of 412g (2.4 moles) 2-diethylaminoethyl chloride hydrochloride in 350 ml. of water. With efficient stirring, a solution of 264g (4.0 moles) of potassium hydroxide pellets (85%) in 350 ml. of water was added. The resulting mixture was heated with continued stirring on a steam bath for a... Reactants: 114g, OC1=CC=2C(C3=CC=C(C=C3C(C2C=C1)=O)O)=O (2,6-dihydroxyanthraquinone), ClC1=CC=CC=C1 (chlorobenzene), ice, [OH-].[K+] (potassium hydroxide), 412g, Cl.C(C)N(CCCl)CC (2-diethylaminoethyl chloride hydrochloride), 264g.